This data is from the Open Reaction Database (ORD), a public repository of structured organic reaction records. The task is: describe an organic reaction: reactants, conditions, products, and yield Reactants: Br, CC(=O)OCC1OC(OC(C)=O)C(NC(C)=C2C(=O)CC(C)(C)CC2=O)C(OC(C)=O)C1OC(C)=O, CC(=O)O, ClCCl. As a reaction SMILES: [BrH:37].[CH3:1][C:2]1([CH3:36])[CH2:3][C:4](=[O:35])[C:5](=[C:9]([CH3:10])[NH:11][CH:12]2[CH:13]([O:14][C:15](=[O:16])[CH3:17])[O:18][CH:19]([CH2:30][O:31][C:32]([CH3:33])=[O:34])[CH:20]([O:26][C:27]([CH3:28])=[O:29])[CH:21]2[O:22][C:23]([CH3:24])=[O:25])[C:6](=[O:8])[CH2:7]1.[CH3:38][C:39](=[O:40])[OH:41].[Cl:42][CH2:43][Cl:44]>>[CH3:1][C:2]1([CH3:36])[CH2:3][C:4](=[O:35])[C:5](=[C:9]([CH3:10])[NH:11][CH:12]2[CH:13]([Br:37])[O:18][CH:19]([CH2:30][O:31][C:32]([CH3:33])=[O:34])[CH:20]([O:26][C:27]([CH3:28])=[O:29])[CH:21]2[O:22][C:23]([CH3:24])=[O:25])[C:6](=[O:8])[CH2:7]1. Product: CC(=O)OCC1OC(Br)C(NC(C)=C2C(=O)CC(C)(C)CC2=O)C(OC(C)=O)C1OC(C)=O. Starting materials: CC(=O)[O-], CC(=O)[O-], ClCCl, [Cu+2], [K+], [K+], [K+], Nc1cc([N+](=O)[O-])ccc1N1CCN(C(=O)c2ccccc2)CC1, OB(O)c1ccccc1, O=P([O-])([O-])[O-], c1ccncc1. Yields the product O=C(c1ccccc1)N1CCN(c2ccc([N+](=O)[O-])cc2Nc2ccccc2)CC1. As a reaction SMILES: [C:51]([O-:52])(=[O:53])[CH3:54].[C:56]([O-:57])(=[O:58])[CH3:59].[Cl:48][CH2:49][Cl:50].[Cu+2:55].[K+:30].[K+:31].[K+:32].[NH2:1][c:2]1[c:3]([N:11]2[CH2:12][CH2:13][N:14]([C:17](=[O:18])[c:19]3[cH:20][cH:21][cH:22][cH:23][cH:24]3)[CH2:15][CH2:16]2)[cH:4][cH:5][c:6]([N+:8](=[O:9])[O-:10])[cH:7]1.[OH:33][B:34]([OH:35])[c:36]1[cH:37][cH:38][cH:39][cH:40][cH:41]1.[P:25]([O-:26])([O-:27])([O-:28])=[O:29].[cH:42]1[cH:43][cH:44][n:45][cH:46][cH:47]1>>[NH:1]([c:2]1[c:3]([N:11]2[CH2:12][CH2:13][N:14]([C:17](=[O:18])[c:19]3[cH:20][cH:21][cH:22][cH:23][cH:24]3)[CH2:15][CH2:16]2)[cH:4][cH:5][c:6]([N+:8](=[O:9])[O-:10])[cH:7]1)[c:36]1[cH:37][cH:38][cH:39][cH:40][cH:41]1. Starting materials: C(C)(=O)C1=CC=CC=C1 (acetophenone), C(C)(=O)[O-].[NH4+] (ammonium acetate), NC1(CC(CC(C1)C)(C)C)OO (1-amino-3,3,5-trimethylcyclohexyl hydroperoxide). The solvent is C(C)O (ethanol). Reaction conditions: time 8 hour. Yields the product C(C)(=O)C1=CC=CC=C1 (acetophenone), CC1CC(=O)CC(C1)(C)C (dihydroisophorone). Reaction SMILES: [C:1]([C:4]1[CH:9]=[CH:8][CH:7]=[CH:6][CH:5]=1)(=[O:3])[CH3:2].C([O-])(=O)C.[NH4+].N[C:16]1([O:25]O)[CH2:21][CH:20]([CH3:22])[CH2:19][C:18]([CH3:24])([CH3:23])[CH2:17]1>C(O)C>[C:1]([C:4]1[CH:9]=[CH:8][CH:7]=[CH:6][CH:5]=1)(=[O:3])[CH3:2].[CH3:22][CH:20]1[CH2:19][C:18]([CH3:24])([CH3:23])[CH2:17][C:16](=[O:25])[CH2:21]1 |f:1.2|. Reported procedure: To a stirred solution of acetophenone (24.3 g.) in ethanol (50 c.c.) containing ammonium acetate (1.6 g.) and kept at or below 0°C, was added 1-amino-3,3,5-trimethylcyclohexyl hydroperoxide (17.3 g.; pure). The solution was kept at 0°C overnight and then worked up as in the previous Examples to give unreacted acetophenone and dihydroisophorone, and a fraction (4.8 g.), b.p. 126° - 130°/0.5 mm. with a peroxide equivalent of 407, shown by mass spectroscopy to contain the peroxide ##SPC26## Reactants: CCCCc1nc2ccc(C(C)(C)O)cc2c(=O)n1Cc1ccc(Br)cc1, CC(C)(C)[Si](C)(C)Cl, CN(C)C=O, O, c1c[nH]cn1. Product: CCCCc1nc2ccc(C(C)(C)O[Si](C)(C)C(C)(C)C)cc2c(=O)n1Cc1ccc(Br)cc1. RXN SMILES: [Br:1][c:2]1[cH:3][cH:4][c:5]([CH2:8][n:9]2[c:10]([CH2:24][CH2:25][CH2:26][CH3:27])[n:11][c:12]3[cH:13][cH:14][c:15]([C:20]([CH3:21])([CH3:22])[OH:23])[cH:16][c:17]3[c:18]2=[O:19])[cH:6][cH:7]1.[C:28]([CH3:29])([CH3:30])([CH3:31])[Si:32]([CH3:33])([CH3:34])[Cl:35].[O:41]=[CH:42][N:43]([CH3:44])[CH3:45].[OH2:46].[nH:36]1[cH:37][cH:38][n:39][cH:40]1>>[Br:1][c:2]1[cH:3][cH:4][c:5]([CH2:8][n:9]2[c:10]([CH2:24][CH2:25][CH2:26][CH3:27])[n:11][c:12]3[cH:13][cH:14][c:15]([C:20]([CH3:21])([CH3:22])[O:23][Si:32]([C:28]([CH3:29])([CH3:30])[CH3:31])([CH3:33])[CH3:34])[cH:16][c:17]3[c:18]2=[O:19])[cH:6][cH:7]1.